Dataset: the Open Reaction Database (ORD), a public repository of structured organic reaction records. Task: describe an organic reaction: reactants, conditions, products, and yield The reactants are O=C(N(CC=1C=CC=CC1)CC=2C=CC=CC2)CCCCC. Reagents/catalysts: O=C(NC1=CC=CC=C1C2=CN=CC=C2)NC3CCCCC3, N=1C(=CC=CC1C)C, O1C=2C=CC=3C=CC=CC3C2C4=C(OP1OC=5C=CC=6C=CC=CC6C5C7=C(O[Si](C(C)C)(C(C)C)C(C)C)C=CC=8C=CC=CC87)C=CC=9C=CC=CC94, O1B(OC(C)(C)C1(C)C)B2OC(C)(C)C(O2)(C)C, C[OH2+].C[OH2+].C1CC=CCCC=C1.C1CC=CCCC=C1.[Ir].[Ir]. Run in O(C)C1CCCC1, C=1C=CC(=CC1)C. Conditions: temperature 25 celsius, time 48 hour. The product is O=C(N(CC=1C=CC=CC1)CC=2C=CC=CC2)CCC(B3OC(C)(C)C(O3)(C)C)CC. Yield: 99.0%. Starting materials: [H-].[Na+] (sodium hydride), CN(C=O)C (dimethylformamide), C(C)(=O)NO (acetohydroxamic acid), C(C1=CC=CC=C1)Br (benzylbromide). Run in O (water). Conditions: time 1 hour. The product is C(C1=CC=CC=C1)ONC(C)=O (N-benzyloxyacetamide). The yield is 64.9%. RXN SMILES: [H-].[Na+].CN(C)C=O.[C:8]([NH:11][OH:12])(=[O:10])[CH3:9].[CH2:13](Br)[C:14]1[CH:19]=[CH:18][CH:17]=[CH:16][CH:15]=1>O>[CH2:13]([O:12][NH:11][C:8](=[O:10])[CH3:9])[C:14]1[CH:19]=[CH:18][CH:17]=[CH:16][CH:15]=1 |f:0.1|. Reported procedure: 60% sodium hydride (11.68 g, 0.292 mol) was added to a dimethylformamide solution (200 ml) of acetohydroxamic acid (21.9 g, 0.292 mol) with cooling in an ice bath. After stirring for 1 hour at room temperature, benzylbromide (50 g, 0.292 mol) was added thereto and allowed to react for 24 hours at room temperature. The reaction solution was poured into 500 ml of water, and extracted with ethyl acetate. The organic layer was rinsed with water and dried. After removing the solvent by evaporation, t... Starting materials: CO, COc1cc2c(cc1C)OCCC2(O)c1c[nH]c(S(=O)(=O)N(C)C)n1. Product: COc1cc2c(cc1C)OCCC2c1c[nH]c(S(=O)(=O)N(C)C)n1. As a reaction SMILES: [CH3:26][OH:27].[OH:1][C:2]1([c:15]2[n:16][c:17]([S:20](=[O:21])(=[O:22])[N:23]([CH3:24])[CH3:25])[nH:18][cH:19]2)[CH2:3][CH2:4][O:5][c:6]2[cH:7][c:8]([CH3:14])[c:9]([O:12][CH3:13])[cH:10][c:11]21>>[CH:2]1([c:15]2[n:16][c:17]([S:20](=[O:21])(=[O:22])[N:23]([CH3:24])[CH3:25])[nH:18][cH:19]2)[CH2:3][CH2:4][O:5][c:6]2[cH:7][c:8]([CH3:14])[c:9]([O:12][CH3:13])[cH:10][c:11]21. The reactants are CC(COC1(CC1)C1=C(C=C(C=C1)C#CC1=CC=C(C(=O)OCC)C=C1)C)(C)C (ethyl 4-[4-[1-(2,2-dimethylpropyloxy)-cyclopropyl]-3-methyl-phenylethynyl]-benzoate), CC(COC1(CC1)C1=C(C=C(C=C1)C#CC1=CC=C(C(=O)OCC)C=C1)C)(C)C (ethyl 4-[4-[1-(2,2-dimethylpropyloxy)-cyclopropyl]-3-methyl-phenylethynyl]-benzoate), [OH-].[Na+] (NaOH), aqueous solution. Run in C(C)O (ethanol), O1CCCC1 (tetrahydrofuran). Conditions: time 8 hour. The product is CC(COC1(CC1)C1=C(C=C(C=C1)CCC1=CC=C(C(=O)O)C=C1)C)(C)C (4-[4-[1-(2,2-Dimethylpropyloxy)-cyclopropyl]-3-methyl-phenylethyl]-benzoic Acid). Yield: 43.7%. As a reaction SMILES: [CH3:1][C:2]([CH3:29])([CH3:28])[CH2:3][O:4][C:5]1([C:8]2[CH:13]=[CH:12][C:11]([C:14]#[C:15][C:16]3[CH:26]=[CH:25][C:19]([C:20]([O:22]CC)=[O:21])=[CH:18][CH:17]=3)=[CH:10][C:9]=2[CH3:27])[CH2:7][CH2:6]1.[OH-].[Na+]>C(O)C.O1CCCC1>[CH3:1][C:2]([CH3:29])([CH3:28])[CH2:3][O:4][C:5]1([C:8]2[CH:13]=[CH:12][C:11]([CH2:14][CH2:15][C:16]3[CH:17]=[CH:18][C:19]([C:20]([OH:22])=[O:21])=[CH:25][CH:26]=3)=[CH:10][C:9]=2[CH3:27])[CH2:7][CH2:6]1 |f:1.2|. Procedure details: Using General Procedure I; a solution of ethyl 4-[4-[1-(2,2-dimethylpropyloxy)-cyclopropyl]-3-methyl-phenylethynyl]-benzoate (Compound 87, 60.0 mg, 0.15 mmol) in ethanol (3 mL) and tetrahydrofuran (3 mL) was treated with NaOH (120.0 mg, 3.0 mmols, 3.0 mL of a 1N aqueous solution) and stirred overnight at room temperature. Work-up afforded 24.0 mg (43%) of the title compound as a colorless solid.